From a dataset of the Open Reaction Database (ORD), a public repository of structured organic reaction records. describe an organic reaction: reactants, conditions, products, and yield Reactants: [BH3-]C#N, COC(=O)C1CCCCCC1N, CC(=O)[O-], CO, CC(C)CC=O, Cl, Cl, [Na+], [Na+]. Product: COC(=O)C1CCCCCC1NCCC(C)C. RXN SMILES: [C:12]([BH3-:13])#[N:14].[CH3:17][O:18][C:19](=[O:20])[CH:21]1[CH:22]([NH2:28])[CH2:23][CH2:24][CH2:25][CH2:26][CH2:27]1.[CH3:2][C:3](=[O:4])[O-:5].[CH3:30][OH:31].[CH:6]([CH2:7][CH:8]([CH3:9])[CH3:10])=[O:11].[ClH:16].[ClH:29].[Na+:15].[Na+:1]>>[CH2:6]([CH2:7][CH:8]([CH3:9])[CH3:10])[NH:28][CH:22]1[CH:21]([C:19]([O:18][CH3:17])=[O:20])[CH2:27][CH2:26][CH2:25][CH2:24][CH2:23]1.